From a dataset of the Open Reaction Database (ORD), a public repository of structured organic reaction records. describe an organic reaction: reactants, conditions, products, and yield Starting materials: C(N)(=S)C1=CC(=NC=C1)NC(C)=O (N-(4-carbamothioylpyridin-2-yl)acetamide), ClC(C(=O)OCC)C(C1=CC=CC=C1)=O (ethyl 2-chloro-3-oxo-3-phenylpropanoate), S(O)(O)(=O)=O (sulfuric acid). The reagents and catalysts are [Br-].C(CCC)[N+](CCCC)(CCCC)CCCC (Tetrabutylammonium bromide). Solvent: C(C)(=O)OC(C)=O (acetic anhydride), CC(C)O (2-propanol), C(C)(=O)OCC (ethyl acetate), C([O-])(O)=O.[Na+] (sodium bicarbonate). Run at temperature 90 celsius. Product: C(C)(=O)NC1=NC=CC(=C1)C=1SC(=C(N1)O)C(=O)OCC (ethyl 2-[2-(acetylamino)pyridin-4-yl]-4-hydroxy-1,3-thiazole-5-carboxylate). Yield: 31.0%. Reaction SMILES: [C:1]([C:4]1[CH:9]=[CH:8][N:7]=[C:6]([NH:10][C:11](=[O:13])[CH3:12])[CH:5]=1)(=[S:3])[NH2:2].Cl[CH:15]([C:21](=[O:28])C1C=CC=CC=1)[C:16]([O:18][CH2:19][CH3:20])=[O:17].S(=O)(=O)(O)O>CC(O)C.[Br-].C([N+](CCCC)(CCCC)CCCC)CCC.C(OCC)(=O)C.C(=O)(O)[O-].[Na+].C(OC(=O)C)(=O)C>[C:11]([NH:10][C:6]1[CH:5]=[C:4]([C:1]2[S:3][C:15]([C:16]([O:18][CH2:19][CH3:20])=[O:17])=[C:21]([OH:28])[N:2]=2)[CH:9]=[CH:8][N:7]=1)(=[O:13])[CH3:12] |f:4.5,7.8|. Procedure: To a suspension of N-(4-carbamothioylpyridin-2-yl)acetamide (15 g, 77 mmol) produced in the same manner as in Example 1(ii) in 2-propanol (136 mL) was added ethyl 2-chloro-3-oxo-3-phenylpropanoate, and the mixture was stirred with heating at 90° C. for 12 hr. Tetrabutylammonium bromide (1.2 g, 3.9 mmol) was added to the reaction solution, and the mixture was further stirred with heating at the same temperature for 10 hr. The reaction mixture was cooled to room temperature and diluted with ethyl ... The reactants are C1COCCO1, COC(=O)Cc1cccc(Oc2ccc(Br)cc2CN2CCOC2=O)c1, Cl, [Li+], [OH-], O. Product: O=C(O)Cc1cccc(Oc2ccc(Br)cc2CN2CCOC2=O)c1. Reaction SMILES: [CH2:30]1[O:31][CH2:32][CH2:33][O:34][CH2:35]1.[CH3:1][O:2][C:3]([CH2:4][c:5]1[cH:6][c:7]([O:11][c:12]2[c:13]([CH2:19][N:20]3[C:21](=[O:25])[O:22][CH2:23][CH2:24]3)[cH:14][c:15]([Br:18])[cH:16][cH:17]2)[cH:8][cH:9][cH:10]1)=[O:26].[ClH:29].[Li+:27].[OH-:28].[OH2:36]>>[O:2]=[C:3]([CH2:4][c:5]1[cH:6][c:7]([O:11][c:12]2[c:13]([CH2:19][N:20]3[C:21](=[O:25])[O:22][CH2:23][CH2:24]3)[cH:14][c:15]([Br:18])[cH:16][cH:17]2)[cH:8][cH:9][cH:10]1)[OH:26]. Starting materials: CC(=O)O, CCO, CCOP(=O)(Cc1ccccc1C=O)OCC, NNC(N)=S. Product: CCOP(=O)(Cc1ccccc1C=NNC(N)=S)OCC. As a reaction SMILES: [CH3:23][C:24](=[O:25])[OH:26].[CH3:27][CH2:28][OH:29].[CH:1](=[O:2])[c:3]1[c:4]([CH2:5][P:6]([O:7][CH2:8][CH3:9])([O:10][CH2:11][CH3:12])=[O:13])[cH:14][cH:15][cH:16][cH:17]1.[NH2:18][NH:19][C:20](=[S:21])[NH2:22]>>[CH:1]([c:3]1[c:4]([CH2:5][P:6]([O:7][CH2:8][CH3:9])([O:10][CH2:11][CH3:12])=[O:13])[cH:14][cH:15][cH:16][cH:17]1)=[N:18][NH:19][C:20](=[S:21])[NH2:22]. Reaction conditions: temperature 150 celsius. The product is COC1=CC=C(C=C1)C1=CC=C(S1)C1=NC(=NC=C1)NCCN1C(NCC1)=O (1-(2-(4-(5-(4-Methoxyphenyl)thiophen-2-yl)pyrimidin-2-ylamino)ethyl)imidazolidin-2-one). Starting materials: BrC1=CC=C(S1)C1=NC(=NC=C1)NCCN1C(NCC1)=O (1-(2-(4-(5-bromothiophen-2-yl)pyrimidin-2-ylamino)ethyl)imidazolidin-2-one), C(C)C1=CC=C(C=C1)B(O)O (4-ethylphenylboronic acid), tetrakis(triphenyl-phosphine)palladium, C([O-])([O-])=O.[Na+].[Na+] (sodium carbonate). Procedure details: A mixture of 1-(2-(4-(5-bromothiophen-2-yl)pyrimidin-2-ylamino)ethyl)imidazolidin-2-one (30 mg, 0.08 mmol), 4-ethylphenylboronic acid (16 mg, 0.1 mmol), tetrakis(triphenyl-phosphine)palladium (9 mg, 0.008 mmol) and 2 M sodium carbonate (0.08 mL, 0.16 mmol) in 1,2-dimethoxyethane (3 mL) was heated at 150° C. for 25 min in a Personal Chemistry microwave reactor. Upon cooling, the mixture was filtered through celite and washed with ethyl acetate. Solvent was removed under vacuum and the product was... As a reaction SMILES: Br[C:2]1[S:6][C:5]([C:7]2[CH:12]=[CH:11][N:10]=[C:9]([NH:13][CH2:14][CH2:15][N:16]3[CH2:20][CH2:19][NH:18][C:17]3=[O:21])[N:8]=2)=[CH:4][CH:3]=1.C([C:24]1[CH:29]=[CH:28][C:27](B(O)O)=[CH:26][CH:25]=1)C.[C:33](=O)([O-])[O-:34].[Na+].[Na+]>COCCOC>[CH3:33][O:34][C:24]1[CH:29]=[CH:28][C:27]([C:2]2[S:6][C:5]([C:7]3[CH:12]=[CH:11][N:10]=[C:9]([NH:13][CH2:14][CH2:15][N:16]4[CH2:20][CH2:19][NH:18][C:17]4=[O:21])[N:8]=3)=[CH:4][CH:3]=2)=[CH:26][CH:25]=1 |f:2.3.4|. Solvent: COCCOC (1,2-dimethoxyethane).